From a dataset of the Open Reaction Database (ORD), a public repository of structured organic reaction records. describe an organic reaction: reactants, conditions, products, and yield The reactants are COC(=O)c1c(OC)c(F)c(NCc2ccccc2)c(F)c1OC, CCO, Cl, [Na+], [OH-], O. Yields the product COc1c(F)c(NCc2ccccc2)c(F)c(OC)c1C(=O)O. Reaction SMILES: [CH2:1]([c:2]1[cH:3][cH:4][cH:5][cH:6][cH:7]1)[NH:8][c:9]1[c:10]([F:24])[c:11]([O:22][CH3:23])[c:12]([C:13](=[O:14])[O:15][CH3:16])[c:17]([O:20][CH3:21])[c:18]1[F:19].[CH3:29][CH2:30][OH:31].[ClH:28].[Na+:26].[OH-:25].[OH2:27]>>[CH2:1]([c:2]1[cH:3][cH:4][cH:5][cH:6][cH:7]1)[NH:8][c:9]1[c:10]([F:24])[c:11]([O:22][CH3:23])[c:12]([C:13](=[O:14])[OH:15])[c:17]([O:20][CH3:21])[c:18]1[F:19].